Dataset: the Open Reaction Database (ORD), a public repository of structured organic reaction records. Task: describe an organic reaction: reactants, conditions, products, and yield Reactants: FC1=C(N)C(=CC(=C1N1CCN(CC1)C)F)[N+](=O)[O-] (2,4-Difluoro-3-(4-methylpiperazin-1-yl)-6-nitroaniline). Reagents/catalysts: [Pd] (Pd-C). Solvent: C(C)O (ethanol). Yields the product FC1=CC(=C(C(=C1N1CCN(CC1)C)F)N)N (4,6-difluoro-5-(4-methylpiperazin-1-yl)-1, 2-phenylenediamine). The yield is 100.9%. RXN SMILES: [F:1][C:2]1[C:8]([N:9]2[CH2:14][CH2:13][N:12]([CH3:15])[CH2:11][CH2:10]2)=[C:7]([F:16])[CH:6]=[C:5]([N+:17]([O-])=O)[C:3]=1[NH2:4]>C(O)C.[Pd]>[F:16][C:7]1[C:8]([N:9]2[CH2:10][CH2:11][N:12]([CH3:15])[CH2:13][CH2:14]2)=[C:2]([F:1])[C:3]([NH2:4])=[C:5]([NH2:17])[CH:6]=1. Reported procedure: The nitroaniline derivative (10.0 g, 0.036 mol) (obtained in step 1 above) was hydrogenated using 10% Pd-C (2.0 g) in ethanol (40 mL), following an analogous procedure to that described in preparation 1 (step 4) to yield 4,6-difluoro-5-(4-methylpiperazin-1-yl)-1, 2-phenylenediamine (8.8 g, 98.7%) as a brown viscous oil, which was directly converted to 4,6-difluoro-5-(4-methylpiperazine-1-yl)-2-mercapto-1H-benzimidazole (6.7 g, 65%) by an analogous procedure to that described in preparation 1 (st... The reactants are CN1Cc2ccccc2C(O)C1, Fc1ccccc1, [H-], [Na+], CN(C)C=O. Product: CN1Cc2ccccc2C(Oc2ccccc2)C1. Reaction SMILES: [CH3:1][N:2]1[CH2:3][c:4]2[cH:5][cH:6][cH:7][cH:8][c:9]2[CH:10]([OH:12])[CH2:11]1.[F:15][c:16]1[cH:17][cH:18][cH:19][cH:20][cH:21]1.[H-:13].[Na+:14].[O:22]=[CH:23][N:24]([CH3:25])[CH3:26]>>[CH3:1][N:2]1[CH2:3][c:4]2[cH:5][cH:6][cH:7][cH:8][c:9]2[CH:10]([O:12][c:16]2[cH:17][cH:18][cH:19][cH:20][cH:21]2)[CH2:11]1. Starting materials: ClC1=CC=C(C=C1)C=1SC(=C(N1)C)C=CC1CN(CCC1)C=1C=C(C(=O)O)C=CC1 (3-[3-[2-[2-(4-chlorophenyl)-4-methylthiazol-5-yl]ethenyl]piperidin-1-yl]benzoic acid), [H][H] (hydrogen). The reagents and catalysts are [Pd] (Palladium on activated carbon). Solvent: O1CCCC1 (tetrahydrofuran). Yields the product ClC1=CC=C(C=C1)C=1SC(=C(N1)C)CCC1CN(CCC1)C=1C=C(C(=O)O)C=CC1 (3-[3-[2-[2-(4-Chlorophenyl)-4-methylthiazol-5-yl]ethyl]piperidin-1-yl]benzoic acid). As a reaction SMILES: [Cl:1][C:2]1[CH:7]=[CH:6][C:5]([C:8]2[S:9][C:10]([CH:14]=[CH:15][CH:16]3[CH2:21][CH2:20][CH2:19][N:18]([C:22]4[CH:23]=[C:24]([CH:28]=[CH:29][CH:30]=4)[C:25]([OH:27])=[O:26])[CH2:17]3)=[C:11]([CH3:13])[N:12]=2)=[CH:4][CH:3]=1.[H][H]>[Pd].O1CCCC1>[Cl:1][C:2]1[CH:7]=[CH:6][C:5]([C:8]2[S:9][C:10]([CH2:14][CH2:15][CH:16]3[CH2:21][CH2:20][CH2:19][N:18]([C:22]4[CH:23]=[C:24]([CH:28]=[CH:29][CH:30]=4)[C:25]([OH:27])=[O:26])[CH2:17]3)=[C:11]([CH3:13])[N:12]=2)=[CH:4][CH:3]=1. Procedure: 10% Palladium on activated carbon (5 mg) was added to 3-[3-[2-[2-(4-chlorophenyl)-4-methylthiazol-5-yl]ethenyl]piperidin-1-yl]benzoic acid (35.0 mg, 0.0797 mmol) in tetrahydrofuran (5 mL). The reaction mixture was stirred at room temperature for hours in a hydrogen atmosphere. Subsequently, the mixture was filtered through Celite and the solvent was evaporated to give 35.1 mg (quant.) of the desired compound as a colorless powder.